Dataset: the Open Reaction Database (ORD), a public repository of structured organic reaction records. Task: describe an organic reaction: reactants, conditions, products, and yield As a reaction SMILES: [CH2:1]([NH:2][c:3]1[cH:4][c:5]([O:6][CH3:7])[cH:8][cH:9][c:10]1[CH:11]1[CH2:12][CH2:13][c:14]2[cH:15][c:16]([O:17][C:18](=[O:19])[C:20]([CH3:21])([CH3:22])[CH3:23])[cH:24][cH:25][c:26]2[CH2:27]1)[CH3:28].[N:29]12[CH2:30][CH2:31][C:32]([CH2:33][O:34][c:35]3[cH:36][cH:37][c:38]([CH:39]=[O:40])[cH:41][cH:42]3)([CH2:43][CH2:44]1)[CH2:45][CH2:46]2.[N:47]12[CH2:48][CH2:49][C:50]([CH2:55][O:56][c:57]3[cH:58][cH:59][c:60]([CH2:61][CH2:62][CH2:63][NH:64][c:65]4[c:66]([CH:73]5[CH2:74][c:75]6[cH:76][cH:77][c:78]([O:83][C:84](=[O:85])[C:86]([CH3:87])([CH3:88])[CH3:89])[cH:79][c:80]6[CH2:81][CH2:82]5)[cH:67][cH:68][c:69]([O:71][CH3:72])[cH:70]4)[cH:90][cH:91]3)([CH2:51][CH2:52]1)[CH2:53][CH2:54]2>>[N:47]12[CH2:48][CH2:49][C:50]([CH2:55][O:56][c:57]3[cH:58][cH:59][c:60]([CH2:61][CH2:62][CH2:63][NH:64][c:65]4[c:66]([CH:73]5[CH2:74][c:75]6[cH:76][cH:77][c:78]([OH:83])[cH:79][c:80]6[CH2:81][CH2:82]5)[cH:67][cH:68][c:69]([O:71][CH3:72])[cH:70]4)[cH:90][cH:91]3)([CH2:51][CH2:52]1)[CH2:53][CH2:54]2. The reactants are CCNc1cc(OC)ccc1C1CCc2cc(OC(=O)C(C)(C)C)ccc2C1, O=Cc1ccc(OCC23CCN(CC2)CC3)cc1, COc1ccc(C2CCc3cc(OC(=O)C(C)(C)C)ccc3C2)c(NCCCc2ccc(OCC34CCN(CC3)CC4)cc2)c1. The product is COc1ccc(C2CCc3cc(O)ccc3C2)c(NCCCc2ccc(OCC34CCN(CC3)CC4)cc2)c1. Reactants: [H-].[Na+] (NaH), O (H2O), C(=O)(OC(C)(C)C)NCCCCCCCCBr (N-BOC-8-amino-1-bromooctane). The solvent is CCOC(=O)C.C(Cl)Cl (EtOAc CH2Cl2). Reaction conditions: time 16 hour. Yields the product C(=O)(OCC1=CC=CC=C1)N[C@@H](CC1=CC=C(C=C1)O)C(=O)O (N-CBZ-L-tyrosine). RXN SMILES: [OH2:1].[H-].[Na+].[C:4]([NH:11][CH2:12][CH2:13][CH2:14][CH2:15][CH2:16][CH2:17][CH2:18][CH2:19]Br)([O:6][C:7]([CH3:10])(C)C)=[O:5]>CCOC(C)=O.C(Cl)Cl>[C:4]([NH:11][C@H:12]([C:4]([OH:6])=[O:5])[CH2:13][C:14]1[CH:15]=[CH:16][C:17]([OH:1])=[CH:18][CH:19]=1)([O:6][CH2:7][C:10]1[CH:16]=[CH:15][CH:14]=[CH:13][CH:12]=1)=[O:5] |f:1.2,4.5|. Procedure details: H2O (1.5 g, 4.29 mmole) was dissolved in EtOAc/CH2Cl2, dried over MgSO4, filtered and evaporated. The residue was dissolved in DMF and treated with NaH (50% dispersion in oil, 0.43 g, 8.96 mmole) for 1 hour. N-BOC-8-amino-1-bromooctane (1.33 g, 4.34 mmole) was added and the reaction was stirred for 16 hours. The DMF was removed in vacuo, the residue dissolved in water, acidified to pH 3 and extracted with EtOAc. The EtOAc layers were combined, dried and concentrated. Column chromatography (SiO2,... RXN SMILES: [CH2:1]([C:3]1[CH:8]=[CH:7][CH:6]=[C:5]([CH2:9][CH3:10])[C:4]=1[NH:11][C:12]([C:14]1[C:18]2[CH2:19][CH2:20][CH2:21][C:22]3[C:23](=[N:24][C:25]([NH:28][C:29]4[CH:41]=[CH:40][C:32]([C:33]([O:35]C(C)(C)C)=[O:34])=[CH:31][C:30]=4[O:42][CH3:43])=[N:26][CH:27]=3)[C:17]=2[N:16]([CH3:44])[N:15]=1)=[O:13])[CH3:2].[C:45]([OH:51])([C:47]([F:50])([F:49])[F:48])=[O:46]>C(Cl)Cl>[F:48][C:47]([F:50])([F:49])[C:45]([OH:51])=[O:46].[CH2:9]([C:5]1[CH:6]=[CH:7][CH:8]=[C:3]([CH2:1][CH3:2])[C:4]=1[NH:11][C:12]([C:14]1[C:18]2[CH2:19][CH2:20][CH2:21][C:22]3[C:23](=[N:24][C:25]([NH:28][C:29]4[CH:41]=[CH:40][C:32]([C:33]([OH:35])=[O:34])=[CH:31][C:30]=4[O:42][CH3:43])=[N:26][CH:27]=3)[C:17]=2[N:16]([CH3:44])[N:15]=1)=[O:13])[CH3:10] |f:3.4|. The reactants are C(C)C1=C(C(=CC=C1)CC)NC(=O)C1=NN(C2=C1CCCC=1C2=NC(=NC1)NC1=C(C=C(C(=O)OC(C)(C)C)C=C1)OC)C (tert-butyl 4-({3-[(2,6-diethylphenyl)carbamoyl]-1-methyl-1,4,5,6-tetrahydropyrazolo[4′,3′:6,7]cyclohepta[1,2-d]pyrimidin-9-yl}amino)-3-methoxybenzoate), C(=O)(C(F)(F)F)O (TFA). The solvent is C(Cl)Cl (DCM). Run at time 2 hour. Yields the product FC(C(=O)O)(F)F.C(C)C1=C(C(=CC=C1)CC)NC(=O)C1=NN(C2=C1CCCC=1C2=NC(=NC1)NC1=C(C=C(C(=O)O)C=C1)OC)C (4-({3-[(2,6-diethylphenyl)carbamoyl]-1-methyl-1,4,5,6-tetrahydropyrazolo[4′,3′:6,7]cyclohepta[1,2-d]pyrimidin-9-yl}amino)-3-methoxybenzoic acid trifluoroacetate). Reported procedure: To a solution of tert-butyl 4-({3-[(2,6-diethylphenyl)carbamoyl]-1-methyl-1,4,5,6-tetrahydropyrazolo[4′,3′:6,7]cyclohepta[1,2-d]pyrimidin-9-yl}amino)-3-methoxybenzoate (0.450 g, 0.75 mmol) in DCM (6 mL), TFA (1 mL) was added. The mixture was stirred at room temperature for 2 hours. The organic solvent was evaporated to dryness to give the title compound in quantitative yield. Product: BrC1=NC=C(C2=C1SC(=N2)C2=C(C=C(C#N)C=C2Cl)Cl)F (4-(4-Bromo-7-fluorothiazolo[5,4-c]pyridin-2-yl)-3,5-dichlorobenzonitrile). The yield is 90.3%. The solvent is C(CC)#N (propionitrile). Procedure details: Trimethylsilyl bromide (0.14 mL, 1.08 mmol) was added to a solution of 3,5-dichloro-4-(4-chloro-7-fluorothiazolo[5,4-c]pyridin-2-yl)-benzonitrile (0.130 g, 0.36 mmol) in propionitrile (3 mL) at room temperature under a nitrogen atmosphere. The reaction mixture was heated at 85° C. for 18 hours then allowed to stand at room temperature for 48 hours. The resultant mixture was poured into an ice-cooled saturated solution of NaHCO3 and extracted with EtOAc (×2). The combined organic layers were drie... Reaction SMILES: C[Si]([Br:5])(C)C.[Cl:6][C:7]1[CH:8]=[C:9]([CH:12]=[C:13]([Cl:26])[C:14]=1[C:15]1[S:16][C:17]2[C:18](Cl)=[N:19][CH:20]=[C:21]([F:24])[C:22]=2[N:23]=1)[C:10]#[N:11].C([O-])(O)=O.[Na+]>C(#N)CC>[Br:5][C:18]1[C:17]2[S:16][C:15]([C:14]3[C:7]([Cl:6])=[CH:8][C:9]([C:10]#[N:11])=[CH:12][C:13]=3[Cl:26])=[N:23][C:22]=2[C:21]([F:24])=[CH:20][N:19]=1 |f:2.3|. Run at temperature 85 celsius, time 48 hour. Starting materials: C(=O)(O)[O-].[Na+] (NaHCO3), C[Si](C)(C)Br (Trimethylsilyl bromide), ClC=1C=C(C#N)C=C(C1C=1SC=2C(=NC=C(C2N1)F)Cl)Cl (3,5-dichloro-4-(4-chloro-7-fluorothiazolo[5,4-c]pyridin-2-yl)-benzonitrile), resultant mixture, ice. Reactants: C(C)(C)(C)ON=C1C=C(OC2=CC=C(C=C12)O)C1=CC=2N(C=N1)C=CC2 (6-Hydroxy-2-pyrrolo[1,2-c]pyrimidin-3-yl-chromen-4-one O-tert-butyl-oxime), ClCC(CO)O (3-chloro-1,2-propandiol). Product: C(C)(C)(C)ON=C1C=C(OC2=CC=C(C=C12)OCC(CO)O)C1=CC=2N(C=N1)C=CC2 (6-(2,3-Dihydroxy-propoxy)-2-pyrrolo[1,2-c]pyrimidin-3-yl-chromen-4-one O-tert-butyl oxime), title compound. Yield: 74.0%. RXN SMILES: [C:1]([O:5][N:6]=[C:7]1[C:16]2[C:11](=[CH:12][CH:13]=[C:14]([OH:17])[CH:15]=2)[O:10][C:9]([C:18]2[N:23]=[CH:22][N:21]3[CH:24]=[CH:25][CH:26]=[C:20]3[CH:19]=2)=[CH:8]1)([CH3:4])([CH3:3])[CH3:2].Cl[CH2:28][CH:29]([OH:32])[CH2:30][OH:31]>>[C:1]([O:5][N:6]=[C:7]1[C:16]2[C:11](=[CH:12][CH:13]=[C:14]([O:17][CH2:28][CH:29]([OH:32])[CH2:30][OH:31])[CH:15]=2)[O:10][C:9]([C:18]2[N:23]=[CH:22][N:21]3[CH:24]=[CH:25][CH:26]=[C:20]3[CH:19]=2)=[CH:8]1)([CH3:4])([CH3:2])[CH3:3]. Reported procedure: 6-(2,3-Dihydroxy-propoxy)-2-pyrrolo[1,2-c]pyrimidin-3-yl-chromen-4-one O-tert-butyl oxime was prepared in 74% yield using the method described in example 85A, starting from 6-Hydroxy-2-pyrrolo[1,2-c]pyrimidin-3-yl-chromen-4-one O-tert-butyl-oxime (example 81A) and 3-chloro-1,2-propandiol. The title compound was isolated as a yellow solid.